This data is from the Open Reaction Database (ORD), a public repository of structured organic reaction records. The task is: describe an organic reaction: reactants, conditions, products, and yield Run at temperature 85 celsius. As a reaction SMILES: [OH-].[K+].[C:3]1([CH2:9][CH:10]=[O:11])[CH:8]=[CH:7][CH:6]=[CH:5][CH:4]=1>[Pd].C(O)(C)C>[C:3]1([CH2:9][CH2:10][OH:11])[CH:8]=[CH:7][CH:6]=[CH:5][CH:4]=1 |f:0.1|. The product is C1(=CC=CC=C1)CCO (2-phenylethanol). The yield is 97.8%. Run in C(C)(C)O (isopropyl alcohol). Reagents/catalysts: [Pd] (palladium on carbon). Procedure: Anhydrous isopropyl alcohol, 406 grams, aqueous potassium hydroxide, 60 grams of a 4 percent solution, and 1 gram of 3 percent palladium on carbon were charged to a 2-liter stainless steel autoclave. The autoclave was purged with hydrogen and heated to 85° C. The autoclave was pressurized to 1200 p.s.i.g. with hydrogen. Styrene oxide, 765 grams of 97 percent purity, was fed to the stirred autoclave over a 7-hour period at a uniform rate. Hydrogen pressure was maintained at 1100 to 1200 p.s.i.g. ... The reactants are C1(=CC=CC=C1)CC=O (phenylacetaldehyde), [OH-].[K+] (potassium hydroxide), solution, stainless steel, phenylpropanol-2. The reactants are CNC, [Cl-], O=C(O)Cc1cc(Cl)cc2c(-c3ccccc3)onc12. The product is CN(C)C(=O)Cc1cc(Cl)cc2c(-c3ccccc3)onc12. As a reaction SMILES: [CH3:22][NH:23][CH3:24].[Cl-:1].[Cl:2][c:3]1[cH:4][c:5]([CH2:18][C:19](=[O:20])[OH:21])[c:6]2[c:7]([c:8](-[c:11]3[cH:12][cH:13][cH:14][cH:15][cH:16]3)[o:9][n:10]2)[cH:17]1>>[Cl:2][c:3]1[cH:4][c:5]([CH2:18][C:19](=[O:21])[N:23]([CH3:22])[CH3:24])[c:6]2[c:7]([c:8](-[c:11]3[cH:12][cH:13][cH:14][cH:15][cH:16]3)[o:9][n:10]2)[cH:17]1. Reactants: C(CCC)[Li] (n-butyllithium), [N+](=O)([O-])C1=CC=C2CCCC(C2=C1)=O (7-Nitro-1-tetralone), ice water. The reagents and catalysts are [Br-].C[P+](C1=CC=CC=C1)(C1=CC=CC=C1)C1=CC=CC=C1 (methyltriphenylphosphonium bromide). Run in C1CCOC1 (THF), C1CCOC1 (THF). Reaction conditions: time 8 hour. The product is C=C1CCCC2=CC=C(C=C12)[N+](=O)[O-] (1-Methylene-7-nitro-tetralin). The yield is 152.0%. RXN SMILES: [N+:1]([C:4]1[CH:13]=[C:12]2[C:7]([CH2:8][CH2:9][CH2:10][C:11]2=O)=[CH:6][CH:5]=1)([O-:3])=[O:2].[CH2:15]([Li])CCC>C1COCC1.[Br-].C[P+](C1C=CC=CC=1)(C1C=CC=CC=1)C1C=CC=CC=1>[CH2:15]=[C:11]1[C:12]2[C:7](=[CH:6][CH:5]=[C:4]([N+:1]([O-:3])=[O:2])[CH:13]=2)[CH2:8][CH2:9][CH2:10]1 |f:3.4|. Reported procedure: 7-Nitro-1-tetralone (1.00 g, 5.23 mmol) was dissolved in dry THF (5 mL) and added to a solution of methyltriphenylphosphonium bromide (2.00 g, 5.60 mmol) and n-butyllithium (2.5 M in hexanes, 2.2 mL, 5.5 mmol) in THF (10 mL) cooled by an ice water bath. The mixture was allowed to warm to room temperature and stirred overnight. It was poured into ice water (45 mL) and extracted with EtOAc (3×20 mL). The extract was washed with NaCl solution, dried (MgSO4), filtered and concentrated to give a blac...